describe an organic reaction: reactants, conditions, products, and yield From a dataset of the Open Reaction Database (ORD), a public repository of structured organic reaction records. The reactants are O (water), FC(C(O)C1=C(N=C(S1)C1=CC=C(C=C1)C(F)(F)F)C)(F)F (2,2,2-Trifluoro-1-[4-methyl-2-(4-trifluoromethyl-phenyl)-thiazol-5-yl]-ethanol), BrCC1=CC(=C(C#N)C=C1)F (4-Bromomethyl-2-fluoro-benzonitrile), [H-].[Na+] (sodium hydride). Run in CN(C=O)C (dimethylformamide). Reaction conditions: time 1 hour. The product is FC1=C(C#N)C=CC(=C1)COC(C(F)(F)F)C1=C(N=C(S1)C1=CC=C(C=C1)C(F)(F)F)C (2-Fluoro-4-{2,2,2-trifluoro-1-[4-methyl-2-(4-trifluoromethyl-phenyl)-thiazol-5-yl]-ethoxymethyl}-benzonitrile). The yield is 46.5%. Reaction SMILES: [F:1][C:2]([F:22])([F:21])[CH:3]([C:5]1[S:9][C:8]([C:10]2[CH:15]=[CH:14][C:13]([C:16]([F:19])([F:18])[F:17])=[CH:12][CH:11]=2)=[N:7][C:6]=1[CH3:20])[OH:4].Br[CH2:24][C:25]1[CH:32]=[CH:31][C:28]([C:29]#[N:30])=[C:27]([F:33])[CH:26]=1.[H-].[Na+].O>CN(C)C=O>[F:33][C:27]1[CH:26]=[C:25]([CH2:24][O:4][CH:3]([C:5]2[S:9][C:8]([C:10]3[CH:11]=[CH:12][C:13]([C:16]([F:17])([F:18])[F:19])=[CH:14][CH:15]=3)=[N:7][C:6]=2[CH3:20])[C:2]([F:1])([F:21])[F:22])[CH:32]=[CH:31][C:28]=1[C:29]#[N:30] |f:2.3|. Procedure: 1.30 g 2,2,2-Trifluoro-1-[4-methyl-2-(4-trifluoromethyl-phenyl)-thiazol-5-yl]-ethanol and 815 mg 4-Bromomethyl-2-fluoro-benzonitrile were dissolved in 40 ml dimethylformamide. 192 mg sodium hydride were added and the mixture stirred at room temperature for one hour. Then 15 ml water were added and the mixture extracted three times with portions of 50 ml ethyl acetate. The combined organic layers were dried over MgSO4 and the solvent removed in vacuo. The residue was purified by reversed phase HP... Starting materials: C12C(C3CC(CC(C1)C3)C2)N2NC(C2=O)(C)C (2-(Adamantan-2-yl)-4,4-dimethyl-1,2-diazetidin-3-one), FC=1C=C(CBr)C=CC1F (3,4-difluorobenzyl bromide). The product is FC=1C=C(CN2N(C(C2(C)C)=O)C2C3CC4CC(CC2C4)C3)C=CC1F (1-(3,4-difluorobenzyl)-4,4-dimethyl-2-(adamantan-2-yl)-1,2-diazetidin-3-one). RXN SMILES: [CH:1]12[CH2:10][CH:5]3[CH2:6][CH:7]([CH2:9][CH:3]([CH2:4]3)[CH:2]1[N:11]1[C:14](=[O:15])[C:13]([CH3:17])([CH3:16])[NH:12]1)[CH2:8]2.[F:18][C:19]1[CH:20]=[C:21]([CH:24]=[CH:25][C:26]=1[F:27])[CH2:22]Br>>[F:18][C:19]1[CH:20]=[C:21]([CH:24]=[CH:25][C:26]=1[F:27])[CH2:22][N:12]1[C:13]([CH3:17])([CH3:16])[C:14](=[O:15])[N:11]1[CH:2]1[CH:3]2[CH2:4][CH:5]3[CH2:6][CH:7]([CH2:8][CH:1]1[CH2:10]3)[CH2:9]2. Procedure details: 2-(Adamantan-2-yl)-4,4-dimethyl-1,2-diazetidin-3-one and 3,4-difluorobenzyl bromide were used for a similar reaction and treatment as Process 6 of Example 1, and the title compound was obtained as a white crystalline powder.